This data is from the Open Reaction Database (ORD), a public repository of structured organic reaction records. The task is: describe an organic reaction: reactants, conditions, products, and yield The reactants are NS(=O)(=O)C1=C(C=CC=C1)N1N=NN=C1C (1-(2-Aminosulfonylphenyl)-5-methyl-1H-tetrazole), NS(=O)(=O)C1=C(C=CC=C1)N1N=NN=C1C (1-(2-Aminosulfonylphenyl)-5-methyl-1H-tetrazole), COC1=NC(=NC(=N1)OC)N(C(OC1=CC=CC=C1)=O)C (phenyl (4,6-dimethoxy-1,3,5-triazin-2-yl)(methyl)carbamate), C1CCC2=NCCCN2CC1 (DBU). Run in C(C)#N (acetonitrile), O (water), C(C)OCC (diethyl ether). Reaction conditions: time 4 day. Yields the product COC1=NC(=NC(=N1)OC)N(C)C(=O)NS(=O)(=O)C1=C(C=CC=C1)N1N=NN=C1C (N-[[N-(4,6-Dimethoxy-1,3,5-triazin-2-yl)-N-methylamino]carbonyl]-2-(5-methy1-1H-tetrazol-1-yl)benzenesulfonamide). Yield: 79.9%. As a reaction SMILES: [NH2:1][S:2]([C:5]1[CH:10]=[CH:9][CH:8]=[CH:7][C:6]=1[N:11]1[C:15]([CH3:16])=[N:14][N:13]=[N:12]1)(=[O:4])=[O:3].[CH3:17][O:18][C:19]1[N:24]=[C:23]([O:25][CH3:26])[N:22]=[C:21]([N:27]([CH3:37])[C:28](=O)[O:29]C2C=CC=CC=2)[N:20]=1.C1CCN2C(=NCCC2)CC1>C(#N)C.O.C(OCC)C>[CH3:26][O:25][C:23]1[N:24]=[C:19]([O:18][CH3:17])[N:20]=[C:21]([N:27]([C:28]([NH:1][S:2]([C:5]2[CH:10]=[CH:9][CH:8]=[CH:7][C:6]=2[N:11]2[C:15]([CH3:16])=[N:14][N:13]=[N:12]2)(=[O:4])=[O:3])=[O:29])[CH3:37])[N:22]=1. Reported procedure: To 0.22 g of 2-(5-methyl-1H-tetrazol-1-yl)benzenesulfonamide (compound of Example 2, 0.32 g) and 0.32 g of phenyl (4,6-dimethoxy-1,3,5-triazin-2-yl)(methyl)carbamate in 4 ml of dry acetonitrile was added at room temperature 0.2 ml of DBU. The reaction mixture was allowed to stand for four days, then diluted with 4 ml of water, several ice chips and 4 ml of diethyl ether. After stirring this solution for one minute, the ether layer was removed by pipet and the remaining mixture was acidified by d... Starting materials: FC1=C(C=CC(=C1)F)C(CN1N=C(N=C1)C=O)(O)CN1N=CN=C1 (1-(2,4-difluorophenyl)-2-(3-formyl-1,2,4-triazol-1-yl)-1-(1,2,4-triazol-1-ylmethyl)ethanol), [Cl-].COC1=CC=C(C[P+](C2=CC=CC=C2)(C2=CC=CC=C2)C2=CC=CC=C2)C=C1 (p-methoxybenzyl-triphenylphosphonium chloride), C([O-])([O-])=O.[K+].[K+] (potassium carbonate). The solvent is CO (methanol). Reaction conditions: time 20 hour. Reaction SMILES: [F:1][C:2]1[CH:7]=[C:6]([F:8])[CH:5]=[CH:4][C:3]=1[C:9]([CH2:19][N:20]1[CH:24]=[N:23][CH:22]=[N:21]1)([OH:18])[CH2:10][N:11]1[CH:15]=[N:14][C:13]([CH:16]=O)=[N:12]1.[Cl-].[CH3:26][O:27][C:28]1[CH:53]=[CH:52][C:31]([CH2:32][P+](C2C=CC=CC=2)(C2C=CC=CC=2)C2C=CC=CC=2)=[CH:30][CH:29]=1.C(=O)([O-])[O-].[K+].[K+]>CO>[F:1][C:2]1[CH:7]=[C:6]([F:8])[CH:5]=[CH:4][C:3]=1[C:9]([CH2:19][N:20]1[CH:24]=[N:23][CH:22]=[N:21]1)([OH:18])[CH2:10][N:11]1[CH:15]=[N:14][C:13]([CH:16]=[CH:32][C:31]2[CH:30]=[CH:29][C:28]([O:27][CH3:26])=[CH:53][CH:52]=2)=[N:12]1 |f:1.2,3.4.5|. Product: FC1=C(C=CC(=C1)F)C(CN1N=C(N=C1)C=CC1=CC=C(C=C1)OC)(O)CN1N=CN=C1 (1-(2,4-difluorophenyl)-2-[3-(4-methoxystyryl)-1,2,4-triazol-1-yl]-1-(1,2,4-triazol-1-ylmethyl)ethanol). Procedure details: A mixture of 1-(2,4-difluorophenyl)-2-(3-formyl-1,2,4-triazol-1-yl)-1-(1,2,4-triazol-1-ylmethyl)ethanol (0.6 g), p-methoxybenzyl-triphenylphosphonium chloride (1.68 g), potassium carbonate (0.5 g) and methanol (10 ml) was heated at 60°-70° for 2 hours, then left at room temperature for 20 hours. The reaction mixture was filtered, the separated solids were washed with methanol, and the combined organic solutions were evaporated to dryness. The residue was purified by medium pressure liquid chroma... Starting materials: Oc1ccc(Br)cc1, O=C([O-])O, OC12CC3CC(CC(C3)C1)C2, ClCCl, [Na+], O, O=S(=O)(O)O. Product: Oc1ccc(Br)cc1C12CC3CC(CC(C3)C1)C2. RXN SMILES: [Br:1][c:2]1[cH:3][cH:4][c:5]([OH:8])[cH:6][cH:7]1.[C:25](=[O:26])([OH:27])[O-:28].[C:9]12([OH:19])[CH2:10][CH:11]3[CH2:12][CH:13]([CH2:14][CH:15]([CH2:16]1)[CH2:17]3)[CH2:18]2.[Cl:30][CH2:31][Cl:32].[Na+:29].[OH2:33].[S:20](=[O:21])(=[O:22])([OH:23])[OH:24]>>[Br:1][c:2]1[cH:3][cH:4][c:5]([OH:8])[c:6]([C:9]23[CH2:10][CH:11]4[CH2:12][CH:13]([CH2:14][CH:15]([CH2:16]2)[CH2:17]4)[CH2:18]3)[cH:7]1. Starting materials: Cc1cccc(C)c1CCl, CC(C)=O, [I-], Cc1nc2c(N)cccn2c1C, [Na+], [Na+], [Na+], O=C([O-])[O-]. Yields the product Cc1cccc(C)c1CNc1cccn2c(C)c(C)nc12. Reaction SMILES: [CH3:21][c:22]1[c:23]([CH2:24][Cl:25])[c:26]([CH3:30])[cH:27][cH:28][cH:29]1.[CH3:31][C:32](=[O:33])[CH3:34].[I-:20].[NH2:1][c:2]1[c:3]2[n:4]([cH:5][cH:6][cH:7]1)[c:8]([CH3:12])[c:9]([CH3:11])[n:10]2.[Na+:13].[Na+:14].[Na+:19].[O-:15][C:16](=[O:17])[O-:18]>>[NH:1]([c:2]1[c:3]2[n:4]([cH:5][cH:6][cH:7]1)[c:8]([CH3:12])[c:9]([CH3:11])[n:10]2)[CH2:24][c:23]1[c:22]([CH3:21])[cH:29][cH:28][cH:27][c:26]1[CH3:30]. Starting materials: CC(C)[Si](c1ncc(Br)s1)(C(C)C)C(C)C, COC(=O)C(CI)C(=O)OC(C)(C)C. Yields the product COC(=O)C(Cc1cnc([Si](C(C)C)(C(C)C)C(C)C)s1)C(=O)OC(C)(C)C. Reaction SMILES: [Br:15][c:16]1[cH:17][n:18][c:19]([Si:21]([CH:22]([CH3:23])[CH3:24])([CH:25]([CH3:26])[CH3:27])[CH:28]([CH3:29])[CH3:30])[s:20]1.[C:1]([CH3:2])([CH3:3])([CH3:4])[O:5][C:6](=[O:7])[CH:8]([C:9](=[O:10])[O:11][CH3:12])[CH2:13][I:14]>>[C:1]([CH3:2])([CH3:3])([CH3:4])[O:5][C:6](=[O:7])[CH:8]([C:9](=[O:10])[O:11][CH3:12])[CH2:13][c:16]1[cH:17][n:18][c:19]([Si:21]([CH:22]([CH3:23])[CH3:24])([CH:25]([CH3:26])[CH3:27])[CH:28]([CH3:29])[CH3:30])[s:20]1. Starting materials: C1(=CC=CC=C1)C (toluene), FC1=CC=C(C=O)C=C1 (p-fluorobenzaldehyde), C1(=CC=CC=C1)C (toluene), C1(=CC=CC=C1S)C (thiocresol), C(=O)N (formamide). Run in O (H2O), CCOC(=O)C (EtOAc). The product is FC1=CC=C(C=C1)N(C=O)CSC1=C(C=CC=C1)C (4-fluorophenyl-tolylthiomethylformamide). Isolated yield 85.0%. Reaction SMILES: [F:1][C:2]1[CH:9]=[CH:8][C:5](C=O)=[CH:4][CH:3]=1.[C:10]1([CH3:17])[C:15]([SH:16])=[CH:14][CH:13]=[CH:12][CH:11]=1.[CH:18]([NH2:20])=[O:19].[C:21]1(C)C=CC=CC=1>CCOC(C)=O.O>[F:1][C:2]1[CH:3]=[CH:4][C:5]([N:20]([CH2:21][S:16][C:15]2[CH:14]=[CH:13][CH:12]=[CH:11][C:10]=2[CH3:17])[CH:18]=[O:19])=[CH:8][CH:9]=1. Procedure details: A solution of p-fluorobenzaldehyde (13.1 milliliters (hereinafter mL), 122 millimoles (hereinafter mmol) thiocresol (16.64 grams (hereinafter g), 122 mmol), formamide (15.0 mL, 445 mmol), and toluene (300 mL) were combined and heated to toluene reflux with azeotropic removal of H2O for 18 h. The cooled reaction was diluted with EtOAc (500 mL) and washed with said aq Na2CO3 (3×100 mL), said aq NaCl (100 mL), dried (Na2SO4), and concentrated. The residue was triturated with petroleum ether, filter... Starting materials: C(C)OC([C@H](CCC(C(C)(C)OC(C)OCC)(F)F)[C@H]1CC[C@H]2[C@@H]3CC=C4CCCC[C@]4(C)[C@H]3CC[C@]12C)=O (25-(1-ethoxyethoxy)-24,24-difluorocholest-5-en-21-oic acid ethyl ester), [H-].[Al+3].[Li+].[H-].[H-].[H-] (lithium aluminum hydride). Solvent: CCOCC (ether), O1CCCC1 (tetrahydrofuran), O1CCCC1 (tetrahydrofuran). Reaction conditions: temperature 50 celsius, time 1 hour. Yields the product C(C)OC(C)OC(C)(C)C(CC[C@@H](CO)[C@H]1CC[C@H]2[C@@H]3CC=C4CCCC[C@]4(C)[C@H]3CC[C@]12C)(F)F (25-(1-ethoxyethoxy)-24,24-difluorocholest-5-en-21ol). Reaction SMILES: [H-].[Al+3].[Li+].[H-].[H-].[H-].C([O:9][C:10](=O)[C@@H:11]([C@@H:26]1[C@:43]2([CH3:44])[C@H:29]([C@H:30]3[C@H:40]([CH2:41][CH2:42]2)[C@:38]2([CH3:39])[C:33]([CH2:34][CH2:35][CH2:36][CH2:37]2)=[CH:32][CH2:31]3)[CH2:28][CH2:27]1)[CH2:12][CH2:13][C:14]([F:25])([F:24])[C:15]([O:18][CH:19]([O:21][CH2:22][CH3:23])[CH3:20])([CH3:17])[CH3:16])C>O1CCCC1.CCOCC>[CH2:22]([O:21][CH:19]([O:18][C:15]([C:14]([F:24])([F:25])[CH2:13][CH2:12][C@H:11]([C@@H:26]1[C@:43]2([CH3:44])[C@H:29]([C@H:30]3[C@H:40]([CH2:41][CH2:42]2)[C@:38]2([CH3:39])[C:33]([CH2:34][CH2:35][CH2:36][CH2:37]2)=[CH:32][CH2:31]3)[CH2:28][CH2:27]1)[CH2:10][OH:9])([CH3:16])[CH3:17])[CH3:20])[CH3:23] |f:0.1.2.3.4.5|. Reported procedure: To a mixture of 0.20 g (0.0053 mol) of lithium aluminum hydride and 10 mL of tetrahydrofuran at 0° C. was added 2.55 g (0.0034 mol) of [1α,3β]-1,3-bis[tetrahydro-2H-pyran-2-yl)oxy]-25-(1-ethoxyethoxy)-24,24-difluorocholest-5-en-21-oic acid ethyl ester in 35 mL of tetrahydrofuran. The mixture was heated at 50° C. for 1.5 hr, recooled to 0° C., and diluted with 120 mL of ether. The mixture was then quenched with the dropwise addition of 0.40 ml of water and 0.32 mL of 10% aqueous sodium hydroxide.... Reactants: C1(=CC=CC=C1)P(C1=CC=CC=C1)(C1=CC=CC=C1)=O (triphenylphosphine oxide), C(Cl)(Cl)Cl (chloroform). Run in C(=O)(Cl)Cl (phosgene). Product: [Cl-].[Cl-].C1(=CC=CC=C1)P(C1=CC=CC=C1)C1=CC=CC=C1.C(Cl)(Cl)Cl (triphenylphosphine dichloride chloroform). Reaction SMILES: [C:1]1([P:7](=O)([C:14]2[CH:19]=[CH:18][CH:17]=[CH:16][CH:15]=2)[C:8]2[CH:13]=[CH:12][CH:11]=[CH:10][CH:9]=2)[CH:6]=[CH:5][CH:4]=[CH:3][CH:2]=1.[CH:21]([Cl:24])([Cl:23])[Cl:22]>C(Cl)(Cl)=O>[Cl-:22].[Cl-:22].[C:14]1([P:7]([C:1]2[CH:2]=[CH:3][CH:4]=[CH:5][CH:6]=2)[C:8]2[CH:13]=[CH:12][CH:11]=[CH:10][CH:9]=2)[CH:15]=[CH:16][CH:17]=[CH:18][CH:19]=1.[CH:21]([Cl:24])([Cl:23])[Cl:22] |f:3.4.5.6|. Procedure: In accordance with the invention, triphenylphosphine oxide is reacted (e.g., chlorinated) with phosgene in chloroform as a solvent to form a triphenylphosphine dichloride-chloroform adduct. The resulting adduct is reduced with hydrogen in the presence of chloroform as the solvent or alternatively without a solvent. The reactants are CS(=O)(=O)OC1=C(C=CC=C1)CCCS(=O)(=O)[O-] (2-(2-methanesulfonyloxyphenyl)ethylmethane sulfonate), CN1C(N(C(C=C1N1CCNCC1)=O)C)=O (1,3-dimethyl-6-(piperazin-1-yl)-2,4(1H,3H)-pyrimidinedione). The solvent is C(Cl)(Cl)Cl (chloroform). Reaction conditions: temperature 90 celsius, time 2 hour. Yields the product CN1C(N(C(C=C1N1CCN(CC1)CCC1=C(C=CC=C1)OS(=O)(=O)C)=O)C)=O (1,3-dimethyl-6-[4-(2-[2-methanesulfonyloxyphenyl]ethyl)piperazin-1-yl]-2,4(1H,3H)-pyrimidinedione). The yield is 163.3%. RXN SMILES: [CH3:1][S:2]([O:5][C:6]1[CH:11]=[CH:10][CH:9]=[CH:8][C:7]=1[CH2:12][CH2:13]CS([O-])(=O)=O)(=[O:4])=[O:3].[CH3:19][N:20]1[C:25]([N:26]2[CH2:31][CH2:30][NH:29][CH2:28][CH2:27]2)=[CH:24][C:23](=[O:32])[N:22]([CH3:33])[C:21]1=[O:34]>C(Cl)(Cl)Cl>[CH3:19][N:20]1[C:25]([N:26]2[CH2:31][CH2:30][N:29]([CH2:13][CH2:12][C:7]3[CH:8]=[CH:9][CH:10]=[CH:11][C:6]=3[O:5][S:2]([CH3:1])(=[O:3])=[O:4])[CH2:28][CH2:27]2)=[CH:24][C:23](=[O:32])[N:22]([CH3:33])[C:21]1=[O:34]. Procedure: A mixture of 1 g of 2-(2-methanesulfonyloxyphenyl)ethylmethane sulfonate and 0.65 g of 1,3-dimethyl-6-(piperazin-1-yl)-2,4(1H,3H)-pyrimidinedione was stirred at 90° C. for 2 hours and then allowed to stand for cooling. The resultant reaction mixture was dissolved in 50 ml of chloroform, and then washed with 10 ml of a 1N aqueous sodium hydroxide solution. The chloroform layer was washed with water, dried over anhydrous sodium sulfate and then concentrated under reduced pressure, and the residue ...